This data is from the Open Reaction Database (ORD), a public repository of structured organic reaction records. The task is: describe an organic reaction: reactants, conditions, products, and yield The reactants are NC1=C(C=2CCN3C(C2C=C1)=CC=N3)C(=O)OC (methyl 8-amino-5,6-dihydropyrazolo[5,1-a]isoquinoline-7-carboxylate), NC1=C(C=2CCN3C(C2C=C1)=CC=N3)C(=O)OC (methyl 8-amino-5,6-dihydropyrazolo[5,1-a]isoquinoline-7-carboxylate), BrC1=C(C=CC(=C1)F)S(=O)(=O)Cl (2-bromo-4-fluorobenzenesulfonyl chloride), BrC1=C(C=CC(=C1)F)S(=O)(=O)Cl (2-bromo-4-fluoro-benzenesulfonyl chloride). Solvent: N1=CC=CC=C1 (pyridine), C(Cl)Cl (DCM). Reaction conditions: time 8 hour. The product is BrC1=C(C=CC(=C1)F)S(=O)(=O)NC1=C(C=2CCN3C(C2C=C1)=CC=N3)C(=O)OC (methyl 8-(2-bromo-4-fluorobenzenesulfonylamino)-5,6-dihydropyrazolo[5,1-a]isoquinoline-7-carboxylate). Isolated yield 74.3%. RXN SMILES: [NH2:1][C:2]1[CH:11]=[CH:10][C:9]2[C:8]3=[CH:12][CH:13]=[N:14][N:7]3[CH2:6][CH2:5][C:4]=2[C:3]=1[C:15]([O:17][CH3:18])=[O:16].[Br:19][C:20]1[CH:25]=[C:24]([F:26])[CH:23]=[CH:22][C:21]=1[S:27](Cl)(=[O:29])=[O:28]>N1C=CC=CC=1.C(Cl)Cl>[Br:19][C:20]1[CH:25]=[C:24]([F:26])[CH:23]=[CH:22][C:21]=1[S:27]([NH:1][C:2]1[CH:11]=[CH:10][C:9]2[C:8]3=[CH:12][CH:13]=[N:14][N:7]3[CH2:6][CH2:5][C:4]=2[C:3]=1[C:15]([O:17][CH3:18])=[O:16])(=[O:29])=[O:28]. Reported procedure: A mixture of methyl 8-amino-5,6-dihydropyrazolo[5,1-a]isoquinoline-7-carboxylate (Intermediate 22, 0.060 g) and 2-bromo-4-fluorobenzenesulfonyl chloride (0.081 g) in pyridine (2 mL) and DCM (4 mL) was stirred at room temperature overnight. A further amount of 2-bromo-4-fluoro-benzenesulfonyl chloride (0.010 g) was added and the reaction mixture was stirred at room temperature for 2 hours. The resultant mixture was concentrated in vacuo and the residue was dissolved in DCM and washed with 1M hydr... Starting materials: O=C([O-])[O-], CNc1nccc(-c2cccnc2Oc2ccc(O)cc2)n1, CS(C)=O, CO, Clc1nnc(-c2ccccc2)c2ccccc12, [K+], [K+]. The product is CNc1nccc(-c2cccnc2Oc2ccc(Oc3nnc(-c4ccccc4)c4ccccc34)cc2)n1. RXN SMILES: [C:40](=[O:41])([O-:42])[O-:43].[CH3:18][NH:19][c:20]1[n:21][cH:22][cH:23][c:24](-[c:26]2[c:27]([O:32][c:33]3[cH:34][cH:35][c:36]([OH:39])[cH:37][cH:38]3)[n:28][cH:29][cH:30][cH:31]2)[n:25]1.[CH3:46][S:47]([CH3:48])=[O:49].[CH3:50][OH:51].[Cl:1][c:2]1[n:3][n:4][c:5](-[c:12]2[cH:13][cH:14][cH:15][cH:16][cH:17]2)[c:6]2[cH:7][cH:8][cH:9][cH:10][c:11]12.[K+:44].[K+:45]>>[c:2]1([O:39][c:36]2[cH:35][cH:34][c:33]([O:32][c:27]3[c:26](-[c:24]4[cH:23][cH:22][n:21][c:20]([NH:19][CH3:18])[n:25]4)[cH:31][cH:30][cH:29][n:28]3)[cH:38][cH:37]2)[n:3][n:4][c:5](-[c:12]2[cH:13][cH:14][cH:15][cH:16][cH:17]2)[c:6]2[cH:7][cH:8][cH:9][cH:10][c:11]12. The reactants are CCOC(C)=O, CCOC(=O)C(=CC1OC(C)(C)N(C(=O)OCc2ccccc2)C1CC(C)C)C(C)C, CCCCCC, Cl, [K+], [OH-], O. Yields the product CC(C)CC1C(C=C(C(=O)O)C(C)C)OC(C)(C)N1C(=O)OCc1ccccc1. As a reaction SMILES: [C:34]([O:35][CH2:36][CH3:37])(=[O:38])[CH3:39].[CH2:1]([c:2]1[cH:3][cH:4][cH:5][cH:6][cH:7]1)[O:8][C:9](=[O:10])[N:11]1[C:12]([CH3:30])([CH3:31])[O:13][CH:14]([CH:20]=[C:21]([C:22](=[O:23])[O:24][CH2:25][CH3:26])[CH:27]([CH3:28])[CH3:29])[CH:15]1[CH2:16][CH:17]([CH3:18])[CH3:19].[CH3:40][CH2:41][CH2:42][CH2:43][CH2:44][CH3:45].[ClH:32].[K+:47].[OH-:46].[OH2:33]>>[CH2:1]([c:2]1[cH:3][cH:4][cH:5][cH:6][cH:7]1)[O:8][C:9](=[O:10])[N:11]1[C:12]([CH3:30])([CH3:31])[O:13][CH:14]([CH:20]=[C:21]([C:22](=[O:23])[OH:24])[CH:27]([CH3:28])[CH3:29])[CH:15]1[CH2:16][CH:17]([CH3:18])[CH3:19]. Starting materials: OC1=CC(=C(C(=O)OC)C=C1)OC (methyl 4-hydroxy-2-methoxybenzoate), O (H2O), O[Li].O (LiOH.H2O), Cl (HCl). The solvent is C1CCOC1 (THF). Reaction conditions: time 24 hour. The product is OC1=CC(=C(C(=O)O)C=C1)OC (4-hydroxy-2-methoxybenzoic acid). RXN SMILES: [OH:1][C:2]1[CH:11]=[CH:10][C:5]([C:6]([O:8]C)=[O:7])=[C:4]([O:12][CH3:13])[CH:3]=1.O.O[Li].O.Cl>C1COCC1>[OH:1][C:2]1[CH:11]=[CH:10][C:5]([C:6]([OH:8])=[O:7])=[C:4]([O:12][CH3:13])[CH:3]=1 |f:2.3|. Reported procedure: To a stirred solution of methyl 4-hydroxy-2-methoxybenzoate (11 g, 60 mmol) in THF:H2O (100 mL:10 mL) was added LiOH.H2O (3 g, 71 mmol). The solution was stirred over 24 h and then made slightly acidic (pH 5) with 10% HCl (approx 15 mL). The reaction solution was extracted with CH2Cl2 (3×50 mL). The organic phase was dried (MgSO4) and filtered. The solvent was evaporated under reduced pressure to afford the 4-hydroxy-2-methoxybenzoic acid as a clean white foam. Reactants: BrC1=CN=C2N1C(=CN=C2)Br (3,5-Dibromo-imidazo[1,2-a]pyrazine), BrC1=CN=C2N1C(=CN=C2)Br (3,5-Dibromo-imidazo[1,2-a]pyrazine), COC1=CC=C(C=C1)N (anisidine), C(C(F)(F)F)O (trifluoroethanol), C(C)(C)N(CC)C(C)C (DIPEA). The solvent is C(Cl)Cl (DCM), O (water). Product: BrC1=CN=C2N1C=CN=C2NC2=CC=C(C=C2)OC ((3-Bromo-imidazo[1,2-a]pyrazin-8-yl)-(4-methoxy-phenyl)-amine). Yield: 25.3%. RXN SMILES: [Br:1][C:2]1[N:6]2[C:7](Br)=[CH:8][N:9]=[CH:10][C:5]2=[N:4][CH:3]=1.[CH3:12][O:13][C:14]1[CH:19]=[CH:18][C:17]([NH2:20])=[CH:16][CH:15]=1.C(O)C(F)(F)F.C(N(C(C)C)CC)(C)C>C(Cl)Cl.O>[Br:1][C:2]1[N:6]2[CH:7]=[CH:8][N:9]=[C:10]([NH:20][C:17]3[CH:18]=[CH:19][C:14]([O:13][CH3:12])=[CH:15][CH:16]=3)[C:5]2=[N:4][CH:3]=1. Procedure: 3,5-Dibromo-imidazo[1,2-a]pyrazine (intermediate D) (200 mg, 0.7 mmol) was added to a mixture of anisidine (445 mg, 5 eq.), trifluoroethanol (3.6 ml), DIPEA (diisopropylethylamine) (0.629 ml, 5 eq). The mixture was heated at 75–85° C. in sealed tube for 12 hr. The mixture was then cooled to room temperature, diluted with DCM and water. The organic layer was washed with 1N HCl, brine, dried and concentrated. The residue was purified on a silica gel column to give 56.6 mg (yield 50%) of the title ... Reactants: CCc1c(C=O)[nH]c2ccccc12, CO, Cl, C[N+](=O)[O-], [Na+], [OH-], O. The product is CCc1c(C=C[N+](=O)[O-])[nH]c2ccccc12. As a reaction SMILES: [CH2:1]([CH3:2])[c:3]1[c:4]([CH:12]=[O:13])[nH:5][c:6]2[cH:7][cH:8][cH:9][cH:10][c:11]12.[CH3:21][OH:22].[ClH:20].[N+:14](=[O:15])([O-:16])[CH3:17].[Na+:19].[OH-:18].[OH2:23]>>[CH2:1]([CH3:2])[c:3]1[c:4]([CH:12]=[CH:17][N+:14](=[O:15])[O-:16])[nH:5][c:6]2[cH:7][cH:8][cH:9][cH:10][c:11]12. Starting materials: FC(C(C(C(C(C(C(C(C(C(F)(F)F)(F)F)(F)F)(F)F)(F)F)(F)F)(F)F)(F)F)(F)F)(CCC#N)F (3-(perfluorodecyl)propionitrile), N (ammonia), [H][H] (hydrogen), [H][H] (hydrogen). The solvent is O1CCCC1 (tetrahydrofuran). Reaction SMILES: [F:1][C:2]([F:35])([CH2:31][CH2:32][C:33]#[N:34])[C:3]([F:30])([F:29])[C:4]([F:28])([F:27])[C:5]([F:26])([F:25])[C:6]([F:24])([F:23])[C:7]([F:22])([F:21])[C:8]([F:20])([F:19])[C:9]([F:18])([F:17])[C:10]([F:16])([F:15])[C:11]([F:14])([F:13])[F:12].N.[H][H]>[Co].O1CCCC1>[F:1][C:2]([F:35])([CH2:31][CH2:32][CH2:33][NH2:34])[C:3]([F:29])([F:30])[C:4]([F:27])([F:28])[C:5]([F:25])([F:26])[C:6]([F:24])([F:23])[C:7]([F:21])([F:22])[C:8]([F:20])([F:19])[C:9]([F:18])([F:17])[C:10]([F:16])([F:15])[C:11]([F:14])([F:13])[F:12]. The product is FC(C(C(C(C(C(C(C(C(C(F)(F)F)(F)F)(F)F)(F)F)(F)F)(F)F)(F)F)(F)F)(F)F)(CCCN)F (3-(Perfluorodecyl)propylamine). Procedure details: A one liter Hastelloy pressure vessel was charged with 126.1 g (0.22 mol) of 3-(perfluorodecyl)propionitrile (Du Pont), 20 g of Rainey cobalt, 50 g of anhydrous ammonia and 300 mL of tetrahydrofuran. The vessel was pressured to 800 psi with hydrogen and heated to 110° C. The hydrogen pressure was adjusted to 1500 psi and maintained for 20 hours. The vessel was cooled to room temperature and vented. The solution was decanted and the reaction vessel was rinsed with tetrahydrofuran. The combined so... Isolated yield 94.3%. Reaction conditions: temperature 110 celsius. The reagents and catalysts are [Co] (cobalt). Reactants: ClC(=O)OC (Methyl chloroformate), NC[C@@H]1CN(C(O1)=O)C=1C=C2CC(N(C2=C(C1)F)CC1CC1)=O ((R)-5-(5-aminomethyl-2-oxo-oxazolidin-3-yl)-1-cyclopropylmethyl-7-fluoro-1,3-dihydro-indol-2-one), C(C)(C)N(CC)C(C)C (diisopropylethylamine). The solvent is ClCCl (dichloromethane), ClCCl (dichloromethane). Conditions: temperature 0 celsius, time 30 minute. The product is COC(NC[C@H]1CN(C(O1)=O)C=1C=C2CC(N(C2=C(C1)F)C1CC1)=O)=O ((S)-[3-(1-cyclopropyl-7-fluoro-2-oxo-2,3-dihydro-1H-indol-5-yl)-2-oxo-oxazolidin-5-ylmethyl]-carbamic acid methyl ester). Reaction SMILES: Cl[C:2]([O:4][CH3:5])=[O:3].[NH2:6][CH2:7][C@H:8]1[O:12][C:11](=[O:13])[N:10]([C:14]2[CH:15]=[C:16]3[C:20](=[C:21]([F:23])[CH:22]=2)[N:19](CC2CC2)[C:18](=[O:28])[CH2:17]3)[CH2:9]1.C(N([CH:35]([CH3:37])[CH3:36])CC)(C)C>ClCCl>[CH3:5][O:4][C:2](=[O:3])[NH:6][CH2:7][C@@H:8]1[O:12][C:11](=[O:13])[N:10]([C:14]2[CH:15]=[C:16]3[C:20](=[C:21]([F:23])[CH:22]=2)[N:19]([CH:35]2[CH2:37][CH2:36]2)[C:18](=[O:28])[CH2:17]3)[CH2:9]1. Procedure details: Methyl chloroformate (0.070 ml, 0.858 mmol) is added dropwise to (R)-5-(5-aminomethyl-2-oxo-oxazolidin-3-yl)-1-cyclopropylmethyl-7-fluoro-1,3-dihydro-indol-2-one (0.300 g, 0.709 mmol) and diisopropylethylamine (0.37 ml, 2.13 mmol) in dichloromethane (15 ml) at 0° C. The reaction is stirred at 0° C. for 30 minutes and then allowed to warm at room temperature. The reaction mixture is diluted with dichloromethane, washed with water and brine, dried (Na2SO4) and evaporated. The residue is purified b... Reactants: COC(=O)C(Cc1ccc(Oc2ccnc(C)c2C)cc1)NC(=O)C1Cc2cc3c(cc2CN1)OC(c1ccc(OCC2CCCCC2)cc1)CO3, O=Cc1ccccc1, Cl, Cl. Yields the product COC(=O)C(Cc1ccc(Oc2ccnc(C)c2C)cc1)NC(=O)C1Cc2cc3c(cc2CN1Cc1ccccc1)OC(c1ccc(OCC2CCCCC2)cc1)CO3. Reaction SMILES: [CH3:3][O:4][C:5]([CH:6]([CH2:7][c:8]1[cH:9][cH:10][c:11]([O:14][c:15]2[c:16]([CH3:22])[c:17]([CH3:21])[n:18][cH:19][cH:20]2)[cH:12][cH:13]1)[NH:23][C:24](=[O:25])[CH:26]1[NH:27][CH2:28][c:29]2[cH:30][c:31]3[c:32]([cH:33][c:34]2[CH2:35]1)[O:36][CH2:37][CH:38]([c:40]1[cH:41][cH:42][c:43]([O:46][CH2:47][CH:48]2[CH2:49][CH2:50][CH2:51][CH2:52][CH2:53]2)[cH:44][cH:45]1)[O:39]3)=[O:54].[CH:55](=[O:56])[c:57]1[cH:58][cH:59][cH:60][cH:61][cH:62]1.[ClH:1].[ClH:2]>>[CH3:3][O:4][C:5]([CH:6]([CH2:7][c:8]1[cH:9][cH:10][c:11]([O:14][c:15]2[c:16]([CH3:22])[c:17]([CH3:21])[n:18][cH:19][cH:20]2)[cH:12][cH:13]1)[NH:23][C:24](=[O:25])[CH:26]1[N:27]([CH2:55][c:57]2[cH:58][cH:59][cH:60][cH:61][cH:62]2)[CH2:28][c:29]2[cH:30][c:31]3[c:32]([cH:33][c:34]2[CH2:35]1)[O:36][CH2:37][CH:38]([c:40]1[cH:41][cH:42][c:43]([O:46][CH2:47][CH:48]2[CH2:49][CH2:50][CH2:51][CH2:52][CH2:53]2)[cH:44][cH:45]1)[O:39]3)=[O:54]. Reactants: O=C(CBr)OCc1ccccc1, Cc1cnc(-c2ccc(N)cc2)o1. Yields the product CC(=O)OCc1ccccc1. As a reaction SMILES: [Br:1][CH2:2][C:3](=[O:4])[O:5][CH2:6][c:7]1[cH:8][cH:9][cH:10][cH:11][cH:12]1.[NH2:13][c:14]1[cH:15][cH:16][c:17](-[c:18]2[o:19][c:20]([CH3:21])[cH:22][n:23]2)[cH:24][cH:25]1>>[CH3:2][C:3](=[O:4])[O:5][CH2:6][c:7]1[cH:8][cH:9][cH:10][cH:11][cH:12]1.